This data is from the Open Reaction Database (ORD), a public repository of structured organic reaction records. The task is: describe an organic reaction: reactants, conditions, products, and yield Reactants: CC(=O)NCCc1nnc(S)s1, Cl, C1COCCO1. Product: Cl, NCCc1nnc(S)s1. RXN SMILES: [C:1](=[O:2])([CH3:3])[NH:4][CH2:5][CH2:6][c:7]1[n:8][n:9][c:10]([SH:12])[s:11]1.[ClH:13].[O:14]1[CH2:15][CH2:16][O:17][CH2:18][CH2:19]1>>[ClH:13].[NH2:4][CH2:5][CH2:6][c:7]1[n:8][n:9][c:10]([SH:12])[s:11]1. Reactants: BrC1=CC=C(C=C1)C (p-bromotoluene), C(C)(=O)O (acetic acid). Reagents/catalysts: [Br-].[Na+] (sodium bromide), C(C)(=O)[O-].[Na+] (sodium acetate), O.O.O.O.C(C)(=O)[O-].[Co+2].C(C)(=O)[O-] (cobalt acetate tetrahydrate). The solvent is O (water). Yields the product BrC1=CC=C(C(=O)O)C=C1 (p-bromobenzoic acid). Yield: 82.9%. As a reaction SMILES: [Br:1][C:2]1[CH:7]=[CH:6]C(C)=[CH:4][CH:3]=1.[C:9]([OH:12])(=[O:11])[CH3:10]>O.O.O.O.C([O-])(=O)C.[Co+2].C([O-])(=O)C.[Br-].[Na+].C([O-])(=O)C.[Na+].O>[Br:1][C:2]1[CH:7]=[CH:6][C:10]([C:9]([OH:12])=[O:11])=[CH:4][CH:3]=1 |f:2.3.4.5.6.7.8,9.10,11.12|. Procedure: The test described in Example 1 was repeated using 300 g of p-bromotoluene, 700 g of acetic acid, 50 g of water, 6 g of cobalt acetate tetrahydrate, 5 g of sodium bromide and 5 g of sodium acetate. In a reaction time of 170 minutes, 292.4 g of p-bromobenzoic acid was obtained (80% of the theory). Starting materials: CCCCc1nc(Cl)c(C(=O)OCOP(=O)(OC)OC2COC3C(O[N+](=O)[O-])COC23)n1Cc1ccc(-c2ccccc2-c2nnnn2C(c2ccccc2)(c2ccccc2)c2ccccc2)cc1, CO. RXN SMILES: [CH2:1]([CH2:2][CH2:3][CH3:4])[c:5]1[n:6]([CH2:33][c:34]2[cH:35][cH:36][c:37](-[c:40]3[c:41](-[c:46]4[n:47][n:48][n:49][n:50]4[C:51]([c:52]4[cH:53][cH:54][cH:55][cH:56][cH:57]4)([c:58]4[cH:59][cH:60][cH:61][cH:62][cH:63]4)[c:64]4[cH:65][cH:66][cH:67][cH:68][cH:69]4)[cH:42][cH:43][cH:44][cH:45]3)[cH:38][cH:39]2)[c:7]([C:11](=[O:12])[O:13][CH2:14][O:15][P:16](=[O:17])([O:18][CH:19]2[CH:20]3[CH:21]([O:22][CH2:23]2)[CH:24]([O:27][N+:28](=[O:29])[O-:30])[CH2:25][O:26]3)[O:31][CH3:32])[c:8]([Cl:10])[n:9]1.[CH3:70][OH:71]>>[CH2:1]([CH2:2][CH2:3][CH3:4])[c:5]1[n:6]([CH2:33][c:34]2[cH:35][cH:36][c:37](-[c:40]3[c:41](-[c:46]4[n:47][n:48][n:49][nH:50]4)[cH:42][cH:43][cH:44][cH:45]3)[cH:38][cH:39]2)[c:7]([C:11](=[O:12])[O:13][CH2:14][O:15][P:16](=[O:17])([O:18][CH:19]2[CH:20]3[CH:21]([O:22][CH2:23]2)[CH:24]([O:27][N+:28](=[O:29])[O-:30])[CH2:25][O:26]3)[O:31][CH3:32])[c:8]([Cl:10])[n:9]1. The product is CCCCc1nc(Cl)c(C(=O)OCOP(=O)(OC)OC2COC3C(O[N+](=O)[O-])COC23)n1Cc1ccc(-c2ccccc2-c2nnn[nH]2)cc1.